From a dataset of the Open Reaction Database (ORD), a public repository of structured organic reaction records. describe an organic reaction: reactants, conditions, products, and yield The reactants are BrBr (bromine), [K+].[Br-] (KBr), FC=1C=2N(C=CC1)C=CN2 (8-fluoroimidazo[1,2-α]pyridine), CC(=O)[O-].[Na+] (NaOAc), [K+].[Br-] (KBr). The solvent is O (water), CO (MeOH), CO (methanol). Run at time 2 minute. Yields the product BrC1=CN=C2N1C=CC=C2F (3-bromo-8-fluoroimidazo[1,2-α]pyridine). Yield: 83.0%. Reaction SMILES: [Br:1]Br.[K+].[Br-].[F:5][C:6]1[C:7]2[N:8]([CH:12]=[CH:13][N:14]=2)[CH:9]=[CH:10][CH:11]=1.CC([O-])=O.[Na+]>CO.O>[Br:1][C:12]1[N:8]2[CH:9]=[CH:10][CH:11]=[C:6]([F:5])[C:7]2=[N:14][CH:13]=1 |f:1.2,4.5|. Procedure: A solution of bromine in MeOH, saturated with KBr (0.86 M, 1.0 ml, 0.86 mmol) was added to a cooled, stirred solution of 8-fluoroimidazo[1,2-α]pyridine (118 mg, 0.86 mmol) and NaOAc (85 mg, 1.04 mmol) in methanol saturated with KBr (1.6 ml). After 2 min, the solution was poured into water (50 ml) and the resulting yellow solution extracted with CH2Cl2 (3×50 ml). The combined organic fractions were dried over anhydrous Na2SO4 and concentrated in vacuo, yielding 3-bromo-8-fluoroimidazo[1,2-α]pyrid...